Dataset: the Open Reaction Database (ORD), a public repository of structured organic reaction records. Task: describe an organic reaction: reactants, conditions, products, and yield Procedure details: To a batch of 1-lithiophenoxathiin 10,10-dioxide, prepared according to the procedure of Example 1B from 44 g of phenoxathiin 10,10-dioxide chilled to ≤-50° C. in a dry ice/acetone bath, was slowly added chilled acetaldehyde (20.37 g). The reaction mixture was maintained at -50° C. during the addition which took 45 min. It was then allowed to warm to room temperature, and the solvent was removed under reduced pressure. The yellow-orange residue was stirred overnight with 0.5 N hydrochloric acid ... Conditions: temperature -50 celsius, time 45 minute. Yields the product OC(C)C1=CC=CC=2OC3=CC=CC=C3S(C12)(=O)=O (1-(1-hydroxyethyl) phenoxathiin 10,10-dioxide). Starting materials: [Li]C1=CC=CC=2OC3=CC=CC=C3S(C12)(=O)=O (1-lithiophenoxathiin 10,10-dioxide), C1=CC=CC=2OC3=CC=CC=C3S(C12)(=O)=O (phenoxathiin 10,10-dioxide), C(C)=O (acetaldehyde). As a reaction SMILES: [Li][C:2]1[C:15]2[S:14](=[O:17])(=[O:16])[C:13]3[C:8](=[CH:9][CH:10]=[CH:11][CH:12]=3)[O:7][C:6]=2[CH:5]=[CH:4][CH:3]=1.C1C2S(=O)(=O)C3C(=CC=CC=3)[O:23][C:22]=2[CH:21]=CC=1.C(=O)C>>[OH:23][CH:22]([C:2]1[C:15]2[S:14](=[O:17])(=[O:16])[C:13]3[C:8](=[CH:9][CH:10]=[CH:11][CH:12]=3)[O:7][C:6]=2[CH:5]=[CH:4][CH:3]=1)[CH3:21]. The reactants are BrC1=CC(=C(NC)C=C1)[N+](=O)[O-] (4-bromo-2-nitro-N-methyl-aniline), FC(C1CCNCC1)(F)F (4-(trifluoromethyl)piperidine), C(C)(C)(C)P(C(C)(C)C)C(C)(C)C (tri-tert-butylphosphine). Reagents/catalysts: C(C)(=O)[O-].[Pd+2].C(C)(=O)[O-] (palladium(II) acetate). Run in C1(=CC=CC=C1)C (toluene), C1(=CC=CC=C1)C (toluene). Run at temperature 100 celsius, time 8 hour. Product: CNC1=C(C=C(C=C1)N1CCC(CC1)C(F)(F)F)[N+](=O)[O-] (N-Methyl-2-nitro-4-(4-trifluoromethyl-piperidin-1-yl)-aniline). As a reaction SMILES: C(P(C(C)(C)C)C(C)(C)C)(C)(C)C.Br[C:15]1[CH:22]=[CH:21][C:18]([NH:19][CH3:20])=[C:17]([N+:23]([O-:25])=[O:24])[CH:16]=1.[F:26][C:27]([F:35])([F:34])[CH:28]1[CH2:33][CH2:32][NH:31][CH2:30][CH2:29]1>C1(C)C=CC=CC=1.C([O-])(=O)C.[Pd+2].C([O-])(=O)C>[CH3:20][NH:19][C:18]1[CH:21]=[CH:22][C:15]([N:31]2[CH2:32][CH2:33][CH:28]([C:27]([F:35])([F:34])[F:26])[CH2:29][CH2:30]2)=[CH:16][C:17]=1[N+:23]([O-:25])=[O:24] |f:4.5.6|. Reported procedure: Under argon sodium tert-butoxide (366 mg, 3.8 mmol) followed by palladium(II) acetate (22 mg, 0.1 mmol) and tri-tert-butylphosphine 10% in toluene (450 μL, 0.2 mmol) were added to a mixture of 4-bromo-2-nitro-N-methyl-aniline (440 mg, 1.9 mmol) and 4-(trifluoromethyl)piperidine (660 mg, 2.9 mmol) in toluene (7 mL). The reaction mixture was stirred at 100° C. overnight then allowed to cool and was concentrated. The crude was purified by chromatography to give the sub-title compound. Starting materials: O (water), C(C)(=O)OCC (ethyl acetate), ClC1=NC=C(C(=N1)Cl)I (2,4-dichloro-5-iodopyrimidine), WO2008/155140 A1, C(C)(C)N(C(C)C)CC (N,N-diisopropylethylamine). Solvent: C(CC)N (propylamine), O1CCCC1 (tetrahydrofuran). Run at time 1 hour. The product is ClC1=NC=C(C(=N1)NCCC)I (2-chloro-5-iodo-N-propylpyrimidin-4-amine). RXN SMILES: [Cl:1][C:2]1[N:7]=[C:6](Cl)[C:5]([I:9])=[CH:4][N:3]=1.C([N:13]([CH2:17][CH3:18])C(C)C)(C)C.O.[C:20](OCC)(=O)C>O1CCCC1.C(N)CC>[Cl:1][C:2]1[N:7]=[C:6]([NH:13][CH2:17][CH2:18][CH3:20])[C:5]([I:9])=[CH:4][N:3]=1. Procedure: To a solution of 2,4-dichloro-5-iodopyrimidine (5.77 g) synthesized according to the method described in WO2008/155140 A1 and N,N-diisopropylethylamine (7.86 mL) in tetrahydrofuran (83 mL), propylamine (3.55 mL) was added under ice cooling, and the mixture was stirred at room temperature for 1 hour. To the reaction mixture, water and ethyl acetate were added. The organic layer was separated, and the aqueous layer was extracted with ethyl acetate. The organic layer and the extract were combined, ... Starting materials: Cc1c(C)n(Cc2ccccc2)c2c(N3CCc4ccccc4C3)nc(C#N)cc12, CCO, [K+], [OH-], O. Product: Cc1c(C)n(Cc2ccccc2)c2c(N3CCc4ccccc4C3)nc(C(N)=O)cc12. RXN SMILES: [CH2:1]([c:2]1[cH:3][cH:4][cH:5][cH:6][cH:7]1)[n:8]1[c:9]([CH3:30])[c:10]([CH3:29])[c:11]2[c:12]1[c:13]([N:19]1[CH2:20][c:21]3[cH:22][cH:23][cH:24][cH:25][c:26]3[CH2:27][CH2:28]1)[n:14][c:15]([C:17]#[N:18])[cH:16]2.[CH3:33][CH2:34][OH:35].[K+:32].[OH-:31].[OH2:36]>>[CH2:1]([c:2]1[cH:3][cH:4][cH:5][cH:6][cH:7]1)[n:8]1[c:9]([CH3:30])[c:10]([CH3:29])[c:11]2[c:12]1[c:13]([N:19]1[CH2:20][c:21]3[cH:22][cH:23][cH:24][cH:25][c:26]3[CH2:27][CH2:28]1)[n:14][c:15]([C:17]([NH2:18])=[O:31])[cH:16]2. Reactants: BrC1=CC2=C(C(=NO2)C2=C(C=CC=C2)[C@H](CC2=NC=CC=C2)N[S@@](=O)C(C)(C)C)C=C1 ((S)—N-((1S)-1-(2-(6-bromobenzo[d]isoxazol-3-yl)phenyl)-2-(pyridin-2-yl)ethyl)-2-methylpropane-2-sulfinamide), BrC1=CC2=C(C(=NO2)C2=C(C=CC=C2)[C@H](CC2=NC=CC=C2)N[S@@](=O)C(C)(C)C)C=C1 ((S)—N-((1S)-1-(2-(6-bromobenzo[d]isoxazol-3-yl)phenyl)-2-(pyridin-2-yl)ethyl)-2-methylpropane-2-sulfinamide), Cl (hydrochloric acid). Run in CO (methanol), ClCCl (dichloromethane). The product is BrC1=CC2=C(C(=NO2)C2=C(C=CC=C2)[C@H](CC2=NC=CC=C2)N)C=C1 (1-(S)-(2-(6-bromobenzo[d]isoxazol-3-yl)phenyl)-2-(pyridin-2-yl)ethanamine). Isolated yield 89.8%. Reaction SMILES: [Br:1][C:2]1[CH:31]=[CH:30][C:5]2[C:6]([C:9]3[CH:14]=[CH:13][CH:12]=[CH:11][C:10]=3[C@@H:15]([NH:23][S@](C(C)(C)C)=O)[CH2:16][C:17]3[CH:22]=[CH:21][CH:20]=[CH:19][N:18]=3)=[N:7][O:8][C:4]=2[CH:3]=1.Cl>ClCCl.CO>[Br:1][C:2]1[CH:31]=[CH:30][C:5]2[C:6]([C:9]3[CH:14]=[CH:13][CH:12]=[CH:11][C:10]=3[C@@H:15]([NH2:23])[CH2:16][C:17]3[CH:22]=[CH:21][CH:20]=[CH:19][N:18]=3)=[N:7][O:8][C:4]=2[CH:3]=1. Procedure details: To a solution of (S)—N-((1S)-1-(2-(6-bromobenzo[d]isoxazol-3-yl)phenyl)-2-(pyridin-2-yl)ethyl)-2-methylpropane-2-sulfinamide (Compound 14a) (1.76 g) dissolved in dichloromethane (10 mL) was added 2N hydrochloric acid (10 mL) and the mixture left to stand at room temperature. The resulting mixture was taken up in methanol and loaded onto a 20 g SCX column and eluted with neat methanol, followed by ammonia-methanol and the fractions containing product were evaporated to give the title product (1.2...